This data is from the Open Reaction Database (ORD), a public repository of structured organic reaction records. The task is: describe an organic reaction: reactants, conditions, products, and yield Reactants: CN(C)C(=O)COC1CCN(C(=O)OCc2ccccc2)CC1, CCO, [H][H]. The product is CN(C)C(=O)COC1CCNCC1. As a reaction SMILES: [CH3:1][N:2]([C:3]([CH2:4][O:5][CH:6]1[CH2:7][CH2:8][N:9]([C:12]([O:13][CH2:14][c:15]2[cH:16][cH:17][cH:18][cH:19][cH:20]2)=[O:21])[CH2:10][CH2:11]1)=[O:22])[CH3:23].[CH3:26][CH2:27][OH:28].[H:24][H:25]>>[CH3:1][N:2]([C:3]([CH2:4][O:5][CH:6]1[CH2:7][CH2:8][NH:9][CH2:10][CH2:11]1)=[O:22])[CH3:23]. Reactants: CC(C)(C)OC(=O)N1CCN(c2ccc(C(=O)Nc3cccc(C(C)(C)C)c3)cc2)CC1, CC(C)(C)c1ccc(NC(=O)c2ccc(N3CCNCC3)nc2)cc1. Yields the product CC(C)(C)c1cccc(NC(=O)c2ccc(N3CCNCC3)cc2)c1. Reaction SMILES: [C:1]([O:2][C:3](=[O:4])[N:8]1[CH2:9][CH2:10][N:11]([c:14]2[cH:15][cH:16][c:17]([C:20]([NH:21][c:22]3[cH:23][c:24]([C:28]([CH3:29])([CH3:30])[CH3:31])[cH:25][cH:26][cH:27]3)=[O:32])[cH:18][cH:19]2)[CH2:12][CH2:13]1)([CH3:5])([CH3:6])[CH3:7].[C:33]([c:34]1[cH:35][cH:36][c:37]([NH:38][C:39](=[O:40])[c:41]2[cH:42][cH:43][c:44]([N:45]3[CH2:46][CH2:47][NH:48][CH2:49][CH2:50]3)[n:51][cH:52]2)[cH:53][cH:54]1)([CH3:55])([CH3:56])[CH3:57]>>[NH:8]1[CH2:9][CH2:10][N:11]([c:14]2[cH:15][cH:16][c:17]([C:20]([NH:21][c:22]3[cH:23][c:24]([C:28]([CH3:29])([CH3:30])[CH3:31])[cH:25][cH:26][cH:27]3)=[O:32])[cH:18][cH:19]2)[CH2:12][CH2:13]1. Reactants: CC(C)(C)OC(=O)Nc1ccc(N)cc1, CCO, C=CS(=O)(=O)C=C. The product is CC(C)(C)OC(=O)Nc1ccc(N2CCS(=O)(=O)CC2)cc1. As a reaction SMILES: [C:1]([CH3:2])([CH3:3])([CH3:4])[O:5][C:6]([NH:7][c:8]1[cH:9][cH:10][c:11]([NH2:14])[cH:12][cH:13]1)=[O:15].[CH3:23][CH2:24][OH:25].[CH:16](=[CH2:17])[S:18](=[O:19])(=[O:20])[CH:21]=[CH2:22]>>[C:1]([CH3:2])([CH3:3])([CH3:4])[O:5][C:6]([NH:7][c:8]1[cH:9][cH:10][c:11]([N:14]2[CH2:17][CH2:16][S:18](=[O:19])(=[O:20])[CH2:21][CH2:22]2)[cH:12][cH:13]1)=[O:15]. Reactants: CC1(OB(OC1(C)C)C1=CC=C(C=C1)C1(CCCC1)C#N)C (1-(4-(4,4,5,5-tetramethyl-1,3,2-dioxaborolan-2-yl)phenyl)cyclopentanecarbonitrile), NC=1C(=NC(=CN1)Br)C=1C=C2CCNC(C2=CC1)=O (6-(3-amino-6-bromopyrazin-2-yl)-3,4-dihydroisoquinolin-1(2H)-one). Yields the product NC=1N=CC(=NC1C=1C=C2CCNC(C2=CC1)=O)C1=CC=C(C=C1)C1(CCCC1)C#N (1-(4-(5-amino-6-(1-oxo-1,2,3,4-tetrahydroisoquinolin-6-yl)pyrazin-2-yl)phenyl)cyclopentanecarbonitrile). The yield is 44.0%. RXN SMILES: CC1(C)C(C)(C)OB([C:9]2[CH:14]=[CH:13][C:12]([C:15]3([C:20]#[N:21])[CH2:19][CH2:18][CH2:17][CH2:16]3)=[CH:11][CH:10]=2)O1.[NH2:23][C:24]1[C:25]([C:31]2[CH:32]=[C:33]3[C:38](=[CH:39][CH:40]=2)[C:37](=[O:41])[NH:36][CH2:35][CH2:34]3)=[N:26][C:27](Br)=[CH:28][N:29]=1>>[NH2:23][C:24]1[N:29]=[CH:28][C:27]([C:9]2[CH:10]=[CH:11][C:12]([C:15]3([C:20]#[N:21])[CH2:16][CH2:17][CH2:18][CH2:19]3)=[CH:13][CH:14]=2)=[N:26][C:25]=1[C:31]1[CH:32]=[C:33]2[C:38](=[CH:39][CH:40]=1)[C:37](=[O:41])[NH:36][CH2:35][CH2:34]2. Procedure details: General method A was applied to 1-(4-(4,4,5,5-tetramethyl-1,3,2-dioxaborolan-2-yl)phenyl)cyclopentanecarbonitrile (149 mg, 0.5 mmol) and 6-(3-amino-6-bromopyrazin-2-yl)-3,4-dihydroisoquinolin-1(2H)-one (180 mg, 0.5 mmol) to give 1-(4-(5-amino-6-(1-oxo-1,2,3,4-tetrahydroisoquinolin-6-yl)pyrazin-2-yl)phenyl)cyclopentanecarbonitrile as a yellow solid (89 mg, 0.22 mmol, 44% yield) after purification by preparatory reverse phase HPLC. 1H NMR (400 MHz, DMSO-d6) δ ppm 8.60 (s, 1H), 8.02 (d, J=8.3 Hz, 3... The reactants are CC(C)(C)[O-], CCCCCC, CCOCC, Fc1cc(F)c(F)c(F)c1F, [K+], [Li]CCCC. Yields the product [Li]c1c(F)c(F)c(F)c(F)c1F. Reaction SMILES: [CH3:12][C:13]([CH3:14])([O-:15])[CH3:16].[CH3:1][CH2:2][CH2:3][CH2:4][CH2:5][CH3:6].[CH3:29][CH2:30][O:31][CH2:32][CH3:33].[F:18][c:19]1[c:20]([F:28])[c:21]([F:27])[c:22]([F:26])[c:23]([F:25])[cH:24]1.[K+:17].[Li:7][CH2:8][CH2:9][CH2:10][CH3:11]>>[Li:7][c:24]1[c:19]([F:18])[c:20]([F:28])[c:21]([F:27])[c:22]([F:26])[c:23]1[F:25]. Reactants: [H-].[Na+] (sodium hydride), C(C1=CC=CC=C1)OC(=O)NC1C(NC2=C(C(=N1)C1=CC=CC=C1)C=CC=C2)=O (1,3-Dihydro-3(R,S)-[(benzyloxycarbonyl)amino]-5-phenyl-2H-1,4-benzodiazepin-2-one), ClCC#N (Chloroacetonitrile). The solvent is CN(C=O)C (N,N-dimethylformamide), CN(C=O)C (N,N-dimethylformamide). Reaction conditions: time 15 minute. Product: C(#N)CN1C(C(N=C(C2=C1C=CC=C2)C2=CC=CC=C2)NC(=O)OCC2=CC=CC=C2)=O (1,3-Dihydro-1-cyanomethyl-3-[(benzyloxycarbonyl)amino]-5-phenyl-2H-1,4-benzodiazepin-2-one). The yield is 93.0%. As a reaction SMILES: [CH2:1]([O:8][C:9]([NH:11][CH:12]1[N:18]=[C:17]([C:19]2[CH:24]=[CH:23][CH:22]=[CH:21][CH:20]=2)[C:16]2[CH:25]=[CH:26][CH:27]=[CH:28][C:15]=2[NH:14][C:13]1=[O:29])=[O:10])[C:2]1[CH:7]=[CH:6][CH:5]=[CH:4][CH:3]=1.[H-].[Na+].Cl[CH2:33][C:34]#[N:35]>CN(C)C=O>[C:34]([CH2:33][N:14]1[C:15]2[CH:28]=[CH:27][CH:26]=[CH:25][C:16]=2[C:17]([C:19]2[CH:24]=[CH:23][CH:22]=[CH:21][CH:20]=2)=[N:18][CH:12]([NH:11][C:9]([O:8][CH2:1][C:2]2[CH:7]=[CH:6][CH:5]=[CH:4][CH:3]=2)=[O:10])[C:13]1=[O:29])#[N:35] |f:1.2|. Procedure details: 1,3-Dihydro-3(R,S)-[(benzyloxycarbonyl)amino]-5-phenyl-2H-1,4-benzodiazepin-2-one (1.5 g) was dissolved in 25 ml of dry N,N-dimethylformamide at 0° C. To this solution was added 218 mg of (60%) sodium hydride and the resulting reaction mixture was stirred for 15 minutes. Chloroacetonitrile in 1 ml of dry N,N-dimethylformamide was then added and the reaction mixture was allowed to warm to room temperature. After 1 hour the reaction mixture was concentrated under reduced pressure and the residue w... Starting materials: saturated solution, [NH4+].[Cl-] (NH4Cl), C(CC(=O)C)(=O)OCC (ethyl acetoacetate), C(=O)([O-])[O-].[K+].[K+] (K2CO3), C(C1=CC=CC=C1)Br (benzyl bromide), PEG-400. The solvent is C1=CC=CC=C1 (benzene). Product: C(C1=CC=CC=C1)C(C(=O)OCC)C(C)=O (ethyl 2-benzyl-3-oxo-butyrate). Yield: 74.0%. As a reaction SMILES: [C:1]([O:7][CH2:8][CH3:9])(=[O:6])[CH2:2][C:3]([CH3:5])=[O:4].C([O-])([O-])=O.[K+].[K+].[CH2:16](Br)[C:17]1[CH:22]=[CH:21][CH:20]=[CH:19][CH:18]=1.[NH4+].[Cl-]>C1C=CC=CC=1>[CH2:16]([CH:2]([C:3](=[O:4])[CH3:5])[C:1]([O:7][CH2:8][CH3:9])=[O:6])[C:17]1[CH:22]=[CH:21][CH:20]=[CH:19][CH:18]=1 |f:1.2.3,5.6|. Procedure details: 0.1 Mol of ethyl acetoacetate, 0.1 mol of K2CO3, 0.1 mol of benzyl bromide, 0.01 mmol of PEG-400 (polyethylene glycol 400) and 100 ml of benzene were stirred at 75° C. for 7 hours. After cooling, 20 ml of saturated solution of NH4Cl was added to dissolve solid, and product was extracted with ethyl acetate. After removing the solvent, the residue was distilled under reduced pressure, and a cut fraction was collected at 116-118° C./20 Pa. Yield 74%. Solvent: CN(C=O)C (N,N-dimethylformamide). Isolated yield 84.1%. Starting materials: ClC1=C(C(=NC=2N1C=CN2)Cl)C2=C(C=C(C=C2F)F)F (5,7-dichloro-6-(2,4,6-trifluorophenyl)imidazo[1,2-a]pyrimidine), FC(CN)(F)F (2,2,2-trifluoroethylamine), [Cl-].[Na+] (sodium chloride). As a reaction SMILES: Cl[C:2]1[N:7]2[CH:8]=[CH:9][N:10]=[C:6]2[N:5]=[C:4]([Cl:11])[C:3]=1[C:12]1[C:17]([F:18])=[CH:16][C:15]([F:19])=[CH:14][C:13]=1[F:20].[F:21][C:22]([F:26])([F:25])[CH2:23][NH2:24].[Cl-].[Na+]>CN(C)C=O>[Cl:11][C:4]1[C:3]([C:12]2[C:17]([F:18])=[CH:16][C:15]([F:19])=[CH:14][C:13]=2[F:20])=[C:2]([NH:24][CH2:23][C:22]([F:26])([F:25])[F:21])[N:7]2[CH:8]=[CH:9][N:10]=[C:6]2[N:5]=1 |f:2.3|. Reported procedure: A solution of 5,7-dichloro-6-(2,4,6-trifluorophenyl)imidazo[1,2-a]pyrimidine (16 mg, 0.05 mmol) and 2,2,2-trifluoroethylamine (200 mg, 2.0 mmol) in 1 mL of N,N-dimethylformamide is stirred at room temperature for 16 h. A saturated sodium chloride solution is added, and the product is extracted with ethyl acetate. The organic solution is washed with saturated sodium chloride, dried over magnesium sulfate, and concentrated. The residue is chromatographed over silica gel, eluting with a gradient of... Yields the product ClC1=NC=2N(C(=C1C1=C(C=C(C=C1F)F)F)NCC(F)(F)F)C=CN2 (7-chloro-N-(2,2,2-trifluoroethyl)-6-(2,4,6-trifluorophenyl)imidazo[1,2-a]pyrimidin-5-amine). Reactants: ClC=1C=C(N)C=CC1OC1=CC=NC2=CC(=C(C=C12)OC)OC (3-Chloro-4-[(6,7-dimethoxy-4-quinolyl)oxy]aniline), S(=O)(Cl)Cl (thionyl chloride), C(CCCCCCC)C1=CC=C(C(=O)O)C=C1 (4-octylbenzoic acid), C(CCCCCCC)C1=CC=C(C=C1)C(=O)N=C=S (4-octyl-1-benzenecarbonyl isothiocyanate), C(CCCCCCC)C1=CC=C(C=C1)C(=O)Cl (4-octyl-1-benzenecarbonyl chloride). The solvent is C1(=CC=CC=C1)C (toluene), C(C)O (ethanol), C1(=CC=CC=C1)C (Toluene), C(C)O (ethanol). Conditions: temperature 100 celsius, time 2 hour. Yields the product ClC=1C=C(C=CC1OC1=CC=NC2=CC(=C(C=C12)OC)OC)NC(=S)NC(C1=CC=C(C=C1)CCCCCCCC)=O (N-{3-Chloro-4-[(6,7-dimethoxy-4-quinolyl)oxy]phenyl}-N′-(4-octylbenzoyl)thiourea). Isolated yield 58.0%. Reaction SMILES: S(Cl)(Cl)=O.C(C1C=CC(C(O)=O)=CC=1)CCCCCCC.C(C1C=CC(C(Cl)=O)=CC=1)CCCCCCC.[Cl:39][C:40]1[CH:41]=[C:42]([CH:44]=[CH:45][C:46]=1[O:47][C:48]1[C:57]2[C:52](=[CH:53][C:54]([O:60][CH3:61])=[C:55]([O:58][CH3:59])[CH:56]=2)[N:51]=[CH:50][CH:49]=1)[NH2:43].[CH2:62]([C:70]1[CH:75]=[CH:74][C:73]([C:76]([N:78]=[C:79]=[S:80])=[O:77])=[CH:72][CH:71]=1)[CH2:63][CH2:64][CH2:65][CH2:66][CH2:67][CH2:68][CH3:69]>C1(C)C=CC=CC=1.C(O)C>[Cl:39][C:40]1[CH:41]=[C:42]([NH:43][C:79]([NH:78][C:76](=[O:77])[C:73]2[CH:74]=[CH:75][C:70]([CH2:62][CH2:63][CH2:64][CH2:65][CH2:66][CH2:67][CH2:68][CH3:69])=[CH:71][CH:72]=2)=[S:80])[CH:44]=[CH:45][C:46]=1[O:47][C:48]1[C:57]2[C:52](=[CH:53][C:54]([O:60][CH3:61])=[C:55]([O:58][CH3:59])[CH:56]=2)[N:51]=[CH:50][CH:49]=1. Procedure: Toluene (20 ml) and thionyl chloride (1 ml) were added to commercially available 4-octylbenzoic acid (40 mg), and the mixture was heated at 100° C. for one hr. The solvent was removed by distillation, and 4-octyl-1-benzenecarbonyl isothiocyanate was prepared using the resultant 4-octyl-1-benzenecarbonyl chloride as a starting compound according to the description of the literature. 3-Chloro-4-[(6,7-dimethoxy-4-quinolyl)oxy]aniline (50 mg) was dissolved in toluene (5 ml) and ethanol (1 ml) to pre...